This data is from the Open Reaction Database (ORD), a public repository of structured organic reaction records. The task is: describe an organic reaction: reactants, conditions, products, and yield Reaction SMILES: C(O)(=O)C(O)=O.[F:7][C:8]([F:28])([F:27])[C:9]1[CH:26]=[CH:25][C:12]([O:13][CH:14]2[C:23]3[C:18](=[CH:19][CH:20]=[CH:21][CH:22]=3)[CH2:17][N:16](C)[CH2:15]2)=[CH:11][CH:10]=1.C([O-])([O-])=O.[K+].[K+].Cl[C:36]([O:38][C:39]1[CH:44]=[CH:43][CH:42]=[CH:41][CH:40]=1)=[O:37]>ClCCl>[O:38]([C:36]([N:16]1[CH2:15][CH:14]([O:13][C:12]2[CH:25]=[CH:26][C:9]([C:8]([F:7])([F:28])[F:27])=[CH:10][CH:11]=2)[C:23]2[C:18](=[CH:19][CH:20]=[CH:21][CH:22]=2)[CH2:17]1)=[O:37])[C:39]1[CH:44]=[CH:43][CH:42]=[CH:41][CH:40]=1 |f:0.1,2.3.4|. Product: O(C1=CC=CC=C1)C(=O)N1CC2=CC=CC=C2C(C1)OC1=CC=C(C=C1)C(F)(F)F (2-phenoxycarbonyl-1,2,3,4-tetrahydro-4-(p-trifluoromethylphenoxy)isoquinoline). The reactants are C(C(=O)O)(=O)O.FC(C1=CC=C(OC2CN(CC3=CC=CC=C23)C)C=C1)(F)F (4(p-Trifluoromethylphenoxy)-2-methyl-1,2,3,4-tetrahydroisoquinoline oxalate), C(=O)([O-])[O-].[K+].[K+] (K2CO3), ClC(=O)OC1=CC=CC=C1 (phenyl chloroformate). Procedure: To a cold solution of 2-methyl-1,2,3,4-tetrahydro-4-(p-trifluoromethylphenoxy)isoquinoline of Example 4 (23 g, 0.075 mole) in 150 ml dichloromethane, is added 25 g K2CO3, followed by a solution of phenyl chloroformate (15.6 g, 0.1 mole) in 100 ml dichloromethane. After stirring at ambient temperature for twenty hours, the mixture is filtered, and the solvent evaporated to an oil, which solidifies to a solid upon trituration with hexanes, 24 g (80%), m.p. 72° C. A sample of this material is recry... Solvent: ClCCl (dichloromethane), ClCCl (dichloromethane). Reaction SMILES: [Cl:1][C:2]1[CH:26]=[CH:25][C:5]([CH2:6][N:7]2[C:15]3[C:10](=[CH:11][C:12]([CH:16]=[C:17]4[S:21][CH:20](SC)[NH:19][C:18]4=[O:24])=[CH:13][CH:14]=3)[CH:9]=[N:8]2)=[C:4]([C:27]([F:30])([F:29])[F:28])[CH:3]=1.[CH3:31][NH:32][CH2:33][CH2:34][C:35]#[N:36]>>[Cl:1][C:2]1[CH:26]=[CH:25][C:5]([CH2:6][N:7]2[C:15]3[C:10](=[CH:11][C:12]([CH:16]=[C:17]4[S:21][C:20]([N:32]([CH3:31])[CH2:33][CH2:34][C:35]#[N:36])=[N:19][C:18]4=[O:24])=[CH:13][CH:14]=3)[CH:9]=[N:8]2)=[C:4]([C:27]([F:30])([F:28])[F:29])[CH:3]=1. Starting materials: ClC1=CC(=C(CN2N=CC3=CC(=CC=C23)C=C2C(NC(S2)SC)=O)C=C1)C(F)(F)F (5-[1-(4-chloro-2-trifluoromethyl-benzyl)-1H-indazol-5-ylmethylene]-2-methylsulfanyl-thiazolidin-4-one), CNCCC#N (3-methylamino-propionitrile). Reported procedure: 3-({5-[1-(4-Chloro-2-trifluoromethyl-benzyl)-1H-indazol-5-ylmethylene]-4-oxo-4,5-dihydro-thiazol-2-yl}-methyl-amino)-propionitrile was prepared from 5-[1-(4-chloro-2-trifluoromethyl-benzyl)-1H-indazol-5-ylmethylene]-2-methylsulfanyl-thiazolidin-4-one and 3-methylamino-propionitrile following General Procedure B. The product is ClC1=CC(=C(CN2N=CC3=CC(=CC=C23)C=C2C(N=C(S2)N(CCC#N)C)=O)C=C1)C(F)(F)F (3-({5-[1-(4-Chloro-2-trifluoromethyl-benzyl)-1H-indazol-5-ylmethylene]-4-oxo-4,5-dihydro-thiazol-2-yl}-methyl-amino)-propionitrile). Reactants: F[B-](F)(F)F, Cc1cc(N)ccc1Cl, Cl, O=N[O-], [Na+], [Na+], O. Product: F[B-](F)(F)F, Cc1cc([N+]#N)ccc1Cl. As a reaction SMILES: [B-:15]([F:16])([F:17])([F:18])[F:19].[Cl:1][c:2]1[c:3]([CH3:9])[cH:4][c:5]([NH2:6])[cH:7][cH:8]1.[ClH:10].[N:11]([O-:12])=[O:13].[Na+:14].[Na+:20].[OH2:21]>>[B-:15]([F:16])([F:17])([F:18])[F:19].[Cl:1][c:2]1[c:3]([CH3:9])[cH:4][c:5]([N+:6]#[N:11])[cH:7][cH:8]1. Reactants: CCCCCCCCc1ccc(-c2ccc(C(=O)O)cc2)cc1, CCC(C)COC(=O)Oc1ccc(O)cc1, Cc1ccccc1, [Cl-], c1ccncc1. Product: CCCCCCCCc1ccc(-c2ccc(C(=O)Oc3ccc(OC(=O)OCC(C)CC)cc3)cc2)cc1. As a reaction SMILES: [CH2:18]([CH2:19][CH2:20][CH2:21][CH2:22][CH2:23][CH2:24][CH3:25])[c:26]1[cH:27][cH:28][c:29](-[c:32]2[cH:33][cH:34][c:35]([C:38](=[O:39])[OH:40])[cH:36][cH:37]2)[cH:30][cH:31]1.[CH3:1][CH:2]([CH2:3][O:4][C:5](=[O:6])[O:7][c:8]1[cH:9][cH:10][c:11]([OH:14])[cH:12][cH:13]1)[CH2:15][CH3:16].[CH3:47][c:48]1[cH:49][cH:50][cH:51][cH:52][cH:53]1.[Cl-:17].[cH:41]1[cH:42][cH:43][n:44][cH:45][cH:46]1>>[CH3:1][CH:2]([CH2:3][O:4][C:5](=[O:6])[O:7][c:8]1[cH:9][cH:10][c:11]([O:14][C:38]([c:35]2[cH:34][cH:33][c:32](-[c:29]3[cH:28][cH:27][c:26]([CH2:18][CH2:19][CH2:20][CH2:21][CH2:22][CH2:23][CH2:24][CH3:25])[cH:31][cH:30]3)[cH:37][cH:36]2)=[O:39])[cH:12][cH:13]1)[CH2:15][CH3:16]. Starting materials: O=C1CCc2cc(Br)ccc21, CS(C)=O, [Li]CCCC. Product: C=C1CCc2cc(Br)ccc21. RXN SMILES: [Br:6][c:7]1[cH:8][c:9]2[c:13]([cH:14][cH:15]1)[C:12](=[O:16])[CH2:11][CH2:10]2.[CH3:17][S:18]([CH3:19])=[O:20].[CH3:1][CH2:2][CH2:3][CH2:4][Li:5]>>[CH2:1]=[C:12]1[CH2:11][CH2:10][c:9]2[cH:8][c:7]([Br:6])[cH:15][cH:14][c:13]21.